From a dataset of the Open Reaction Database (ORD), a public repository of structured organic reaction records. describe an organic reaction: reactants, conditions, products, and yield Reactants: COc1ccc(CN)cc1, CS(=O)(=O)CC=CCS(C)(=O)=O, ClCCl. Yields the product COc1ccc(CN2CC=CC2)cc1. As a reaction SMILES: [CH3:13][O:14][c:15]1[cH:16][cH:17][c:18]([CH2:19][NH2:20])[cH:21][cH:22]1.[CH3:1][S:2]([CH2:5][CH:6]=[CH:7][CH2:8][S:3]([CH3:4])(=[O:9])=[O:10])(=[O:11])=[O:12].[Cl:23][CH2:24][Cl:25]>>[CH2:5]1[CH:6]=[CH:7][CH2:8][N:20]1[CH2:19][c:18]1[cH:17][cH:16][c:15]([O:14][CH3:13])[cH:22][cH:21]1.